Dataset: the Open Reaction Database (ORD), a public repository of structured organic reaction records. Task: describe an organic reaction: reactants, conditions, products, and yield The solvent is C(C)O (ethanol). As a reaction SMILES: [NH2:1][C:2]1[C:11]([N+:12]([O-])=O)=[CH:10][C:9]2[C:4](=[CH:5][C:6]([S:15][CH2:16][CH:17]([CH3:19])[CH3:18])=[CH:7][CH:8]=2)[CH:3]=1.S(S([O-])=O)([O-])=O.[Na+].[Na+].O>C(O)C>[CH2:16]([S:15][C:6]1[CH:5]=[C:4]2[C:9]([CH:10]=[C:11]([NH2:12])[C:2]([NH2:1])=[CH:3]2)=[CH:8][CH:7]=1)[CH:17]([CH3:19])[CH3:18] |f:1.2.3|. The reactants are NC1=CC2=CC(=CC=C2C=C1[N+](=O)[O-])SCC(C)C (2-Amino-7-isobutylthio-3-nitronaphthalene), S(=O)([O-])S(=O)[O-].[Na+].[Na+] (sodium hydrosulfite), O (water). Procedure details: To 0.025 mole of the 2-amino-7-isobutylthio-3-nitronaphthalene (prepared in Example 5) in 100 ml of 95% ethanol is added a solution of 3.4 equivalents of sodium hydrosulfite (Na2S2O4) in a solution of 100 ml of water and 15 ml concentrated (28%) ammonium hydroxide. The mixture is refluxed for 5 minutes and an amount of hydrosulfite solution equal to 10% of the original is added to the refluxing mixture. TLC (silica gel, ether) indicates consumption of starting material. The mixture is concentrat... The product is C(C(C)C)SC1=CC=C2C=C(C(=CC2=C1)N)N (7-Isobutylthio-2,3-naphthalenediamine). The solvent is CCOCC (ether), CCOCC (ether). Reactants: [Li]CCCC (n-BuLi), FC=1C=C2CC3=C(N(C=4C=C(C=C(C34)C)C)C)C2=CC1 (2-fluoro-5,7,9-trimethyl-5,10-dihydroindeno[1,2-b]indole), C[Si](C)(C)Cl (TMSCl). Product: FC1=CC=C2C(C3=C(N(C=4C=C(C=C(C34)C)C)C)C2=C1)[Si](C)(C)C (3-fluoro-5,7,9-trimethyl-10-(trimethylsilyl)-5,10-dihydroindeno [1,2-b]indole). Conditions: temperature 25 celsius, time 30 minute. Isolated yield 78.0%. Procedure details: A round bottom flask containing 48b (1.11 g, 4.17 mmol) in dry ether (27 mL) was immersed in a 25° C. water bath. n-BuLi (1.5 M in THF, 3.33 mL, 5.00 mmol) was added via syringe pump over one hour, generating a brown solution. Following addition of base, the reaction mixture was stirred at 25° C. for an additional 30 minutes and then cooled to −78° C. TMSCl (1.11 mL, 8.76 mmol) was added rapidly via syringe and the solution was subsequently warmed to room temperature. The reaction was diluted wi... RXN SMILES: [F:1][C:2]1[CH:3]=[C:4]2[C:18](=[CH:19][CH:20]=1)[C:7]1[N:8]([CH3:17])[C:9]3[CH:10]=[C:11]([CH3:16])[CH:12]=[C:13]([CH3:15])[C:14]=3[C:6]=1[CH2:5]2.[Li]CCCC.[CH3:26][Si:27](Cl)([CH3:29])[CH3:28]>CCOCC>[F:1][C:2]1[CH:3]=[C:4]2[C:18]([CH:7]([Si:27]([CH3:29])([CH3:28])[CH3:26])[C:6]3[C:14]4[C:13]([CH3:15])=[CH:12][C:11]([CH3:16])=[CH:10][C:9]=4[N:8]([CH3:17])[C:5]=32)=[CH:19][CH:20]=1. Starting materials: CC(C)(C)OC(=O)C=CCON1C(=O)c2ccccc2C1=O, ClCCl, CO, NN, O. Product: CC(C)(C)OC(=O)C=CCON. RXN SMILES: [C:1]1(=[O:2])[N:5]([O:6][CH2:7][CH:8]=[CH:9][C:10](=[O:11])[O:12][C:13]([CH3:14])([CH3:15])[CH3:16])[C:3](=[O:4])[c:17]2[cH:18][cH:19][cH:20][cH:21][c:22]21.[CH2:26]([Cl:27])[Cl:28].[CH3:29][OH:30].[NH2:24][NH2:25].[OH2:23]>>[NH2:5][O:6][CH2:7][CH:8]=[CH:9][C:10](=[O:11])[O:12][C:13]([CH3:14])([CH3:15])[CH3:16]. The reactants are C[Si](C)(C)C=[N+]=[N-], CC(=O)O, CO, CN(C)C(=O)Oc1ccc2c(CC(=O)O)c(Cc3cccc([N+](=O)[O-])c3)c(=O)oc2c1. Yields the product COC(=O)Cc1c(Cc2cccc([N+](=O)[O-])c2)c(=O)oc2cc(OC(=O)N(C)C)ccc12. Reaction SMILES: [CH3:1][Si:2]([CH:3]=[N+:4]=[N-:5])([CH3:6])[CH3:7].[CH3:39][C:40](=[O:41])[OH:42].[CH3:43][OH:44].[N+:8](=[O:9])([O-:10])[c:11]1[cH:12][c:13]([CH2:14][c:15]2[c:16](=[O:35])[o:17][c:18]3[c:19]([c:20]2[CH2:21][C:22](=[O:23])[OH:24])[cH:25][cH:26][c:27]([O:29][C:30]([N:31]([CH3:32])[CH3:33])=[O:34])[cH:28]3)[cH:36][cH:37][cH:38]1>>[CH3:1][O:23][C:22]([CH2:21][c:20]1[c:15]([CH2:14][c:13]2[cH:12][c:11]([N+:8](=[O:9])[O-:10])[cH:38][cH:37][cH:36]2)[c:16](=[O:35])[o:17][c:18]2[c:19]1[cH:25][cH:26][c:27]([O:29][C:30]([N:31]([CH3:32])[CH3:33])=[O:34])[cH:28]2)=[O:24]. Reactants: C(C)N1N=C(C=2C1=NC=C(C2)CO)C (1-ethyl-3-methyl-1H-pyrazolo-[3,4-b]pyridine-5-methanol), S(=O)(Cl)Cl (thionyl chloride). Reaction conditions: time 3 hour. Yields the product Cl.ClCC=1C=C2C(=NC1)N(N=C2C)CC (5-Chloromethyl-1-ethyl-3-methyl-1H-pyrazolo[3,4-b]-pyridine, hydrochloride). Procedure details: To 11 g. of 1-ethyl-3-methyl-1H-pyrazolo-[3,4-b]pyridine-5-methanol (0.057 mol.), dissolved in 50 ml. of anhydrous benzene are added dropwise 55 ml. of thionyl chloride. A white suspension formed by this reaction is stirred for an additional three hours at room temperature. Then the slurry is sucked off, washed with benzene and dried at 70°, yield: 6.6 g. of 5-chloromethyl-1-ethyl-3-methyl-1H-pyrazolo[3,4-b]pyridine, hydrochloride (1:1); m.p. 154°-157°. RXN SMILES: [CH2:1]([N:3]1[C:7]2=[N:8][CH:9]=[C:10]([CH2:12]O)[CH:11]=[C:6]2[C:5]([CH3:14])=[N:4]1)[CH3:2].S(Cl)([Cl:17])=O>C1C=CC=CC=1>[ClH:17].[Cl:17][CH2:12][C:10]1[CH:11]=[C:6]2[C:5]([CH3:14])=[N:4][N:3]([CH2:1][CH3:2])[C:7]2=[N:8][CH:9]=1 |f:3.4|. The solvent is C1=CC=CC=C1 (benzene). The reactants are BrC1=CC=C2C=C(N=CC2=C1)NC(=O)C1CC1 (N-(7-bromoisoquinolin-3-yl)cyclopropanecarboxamide), CC=1SC=C(N1)B1OC(C(O1)(C)C)(C)C (2-methyl-4-(4,4,5,5-tetramethyl-1,3,2-dioxaborolan-2-yl)thiazole), C([O-])([O-])=O.[K+].[K+] (potassium carbonate), C(C)#N (acetonitrile), O (water). Reagents/catalysts: CC(C)(C)P(C1=CC=C(C=C1)N(C)C)C(C)(C)C.CC(C)(C)P(C1=CC=C(C=C1)N(C)C)C(C)(C)C.Cl[Pd]Cl (bis(di-tert-butyl(4-dimethylaminophenyl)phosphine)dichloropalladium(II)). Run in ClCCl (dichloromethane). Conditions: temperature 90 celsius, time 8 hour. Product: CC=1SC=C(N1)C1=CC=C2C=C(N=CC2=C1)NC(=O)C1CC1 (N-(7-(2-methylthiazol-4-yl)isoquinolin-3-yl)cyclopropanecarboxamide). Isolated yield 21.1%. As a reaction SMILES: Br[C:2]1[CH:11]=[C:10]2[C:5]([CH:6]=[C:7]([NH:12][C:13]([CH:15]3[CH2:17][CH2:16]3)=[O:14])[N:8]=[CH:9]2)=[CH:4][CH:3]=1.[CH3:18][C:19]1[S:20][CH:21]=[C:22](B2OC(C)(C)C(C)(C)O2)[N:23]=1.C(=O)([O-])[O-].[K+].[K+].C(#N)C.O>CC(P(C(C)(C)C)C1C=CC(N(C)C)=CC=1)(C)C.CC(P(C(C)(C)C)C1C=CC(N(C)C)=CC=1)(C)C.Cl[Pd]Cl.ClCCl>[CH3:18][C:19]1[S:20][CH:21]=[C:22]([C:2]2[CH:11]=[C:10]3[C:5]([CH:6]=[C:7]([NH:12][C:13]([CH:15]4[CH2:17][CH2:16]4)=[O:14])[N:8]=[CH:9]3)=[CH:4][CH:3]=2)[N:23]=1 |f:2.3.4,7.8.9|. Reported procedure: To a mixture of N-(7-bromoisoquinolin-3-yl)cyclopropanecarboxamide (101 mg, 0.347 mmol), 2-methyl-4-(4,4,5,5-tetramethyl-1,3,2-dioxaborolan-2-yl)thiazole (0.10 g, 0.44 mmol), potassium carbonate (147.9 mg, 1.070 mmol), and bis(di-tert-butyl(4-dimethylaminophenyl)phosphine)dichloropalladium(II) (24.3 mg, 0.0343 mmol) was added acetonitrile (3 mL, 60 mmol) and water (0.3 mL, 20 mmol). The reaction mixture was then stirred in a sealed vial at 90° C. for 8 hours, and then cooled to room temperature.... The reactants are S(=O)=O (sulfur dioxide), O (water), N(=O)[O-].[Na+] (Sodium nitrite), NC1=CC(=C(C(=O)OC)C=C1)F (methyl 4-amino-2-fluorobenzoate), Cl (HCl), ice water. Reagents/catalysts: [Cu](Cl)Cl (copper (II) chloride). The solvent is C(C)(=O)O (acetic acid), C(C)(=O)O (acetic acid). Conditions: time 15 minute. The product is COC(C1=C(C=C(C=C1)S(=O)(=O)Cl)F)=O (4-Chlorosulfonyl-2-fluoro-benzoic acid methyl ester). Isolated yield 55.0%. RXN SMILES: N([O-])=O.[Na+].N[C:6]1[CH:15]=[CH:14][C:9]([C:10]([O:12][CH3:13])=[O:11])=[C:8]([F:16])[CH:7]=1.[S:17](=[O:19])=[O:18].O.[ClH:21]>C(O)(=O)C.[Cu](Cl)Cl>[CH3:13][O:12][C:10](=[O:11])[C:9]1[CH:14]=[CH:15][C:6]([S:17]([Cl:21])(=[O:19])=[O:18])=[CH:7][C:8]=1[F:16] |f:0.1|. Reported procedure: Sodium nitrite (0.54 g, 8.0 mmol) was added portion wise to a stirred solution of methyl 4-amino-2-fluorobenzoate (1.0 g, 6.0 mmol) in acetic acid (7 ml) and HCl (concentrated, 2.5 ml) while maintaining the temperature below 15° C. This solution was then added drop wise to a stirred solution of saturated sulfur dioxide, copper (II) chloride (0.25 g, 1.0 mmol) and water (0.5 ml) in acetic acid (5 ml) at 5° C. The reaction mixture was allowed to warm to room temperature and poured over ice water a...